From a dataset of the Open Reaction Database (ORD), a public repository of structured organic reaction records. describe an organic reaction: reactants, conditions, products, and yield Reactants: CC(=O)Nc1cccc(C2CCN(C(=O)OC(C)(C)C)CC2)c1, ClCCl, Cl, C1COCCO1. Product: CC(=O)Nc1cccc(C2CCNCC2)c1. As a reaction SMILES: [C:2]([CH3:3])(=[O:4])[NH:5][c:6]1[cH:7][c:8]([CH:12]2[CH2:13][CH2:14][N:15]([C:18]([O:19][C:20]([CH3:21])([CH3:22])[CH3:23])=[O:24])[CH2:16][CH2:17]2)[cH:9][cH:10][cH:11]1.[Cl:31][CH2:32][Cl:33].[ClH:1].[O:25]1[CH2:26][CH2:27][O:28][CH2:29][CH2:30]1>>[C:2]([CH3:3])(=[O:4])[NH:5][c:6]1[cH:7][c:8]([CH:12]2[CH2:13][CH2:14][NH:15][CH2:16][CH2:17]2)[cH:9][cH:10][cH:11]1.